This data is from the Open Reaction Database (ORD), a public repository of structured organic reaction records. The task is: describe an organic reaction: reactants, conditions, products, and yield Starting materials: [Ba+2], COCCOC, CC(C)(C)OC(=O)Nc1cnccc1I, [OH-], [OH-], O, O, O, O, O, O, O, O, O, Cc1cc(C)c(OB(O)O)c(C)c1, c1ccc(P(c2ccccc2)(c2ccccc2)[Pd](P(c2ccccc2)(c2ccccc2)c2ccccc2)(P(c2ccccc2)(c2ccccc2)c2ccccc2)P(c2ccccc2)(c2ccccc2)c2ccccc2)cc1. Product: Cc1cc(C)c(-c2ccncc2NC(=O)OC(C)(C)C)c(C)c1. Reaction SMILES: [Ba+2:38].[CH3:40][O:41][CH2:42][CH2:43][O:44][CH3:45].[I:1][c:2]1[c:3]([NH:8][C:9]([O:10][C:11]([CH3:12])([CH3:13])[CH3:14])=[O:15])[cH:4][n:5][cH:6][cH:7]1.[OH-:37].[OH-:39].[OH2:29].[OH2:30].[OH2:31].[OH2:32].[OH2:33].[OH2:34].[OH2:35].[OH2:36].[OH2:46].[c:16]1([CH3:28])[c:17]([O:24][B:25]([OH:26])[OH:27])[c:18]([CH3:23])[cH:19][c:20]([CH3:22])[cH:21]1.[cH:47]1[cH:48][cH:49][c:50]([P:51]([Pd:52]([P:53]([c:54]2[cH:55][cH:56][cH:57][cH:58][cH:59]2)([c:60]2[cH:61][cH:62][cH:63][cH:64][cH:65]2)[c:66]2[cH:67][cH:68][cH:69][cH:70][cH:71]2)([P:72]([c:73]2[cH:74][cH:75][cH:76][cH:77][cH:78]2)([c:79]2[cH:80][cH:81][cH:82][cH:83][cH:84]2)[c:85]2[cH:86][cH:87][cH:88][cH:89][cH:90]2)[P:91]([c:92]2[cH:93][cH:94][cH:95][cH:96][cH:97]2)([c:98]2[cH:99][cH:100][cH:101][cH:102][cH:103]2)[c:104]2[cH:105][cH:106][cH:107][cH:108][cH:109]2)([c:110]2[cH:111][cH:112][cH:113][cH:114][cH:115]2)[c:116]2[cH:117][cH:118][cH:119][cH:120][cH:121]2)[cH:122][cH:123]1>>[c:2]1(-[c:17]2[c:16]([CH3:28])[cH:21][c:20]([CH3:22])[cH:19][c:18]2[CH3:23])[c:3]([NH:8][C:9]([O:10][C:11]([CH3:12])([CH3:13])[CH3:14])=[O:15])[cH:4][n:5][cH:6][cH:7]1. The reactants are C1CCOC1, CCOC(C)=O, Nc1nccc2scc(-c3ccc(F)c(Cl)c3)c12, [Na+], [Na+], O=C1CCC(=O)N1Br, O=S([O-])[O-]. The product is Nc1ncc(Br)c2scc(-c3ccc(F)c(Cl)c3)c12. RXN SMILES: [CH2:39]1[O:40][CH2:41][CH2:42][CH2:43]1.[CH3:33][CH2:34][O:35][C:36](=[O:37])[CH3:38].[NH2:1][c:2]1[n:3][cH:4][cH:5][c:6]2[c:7]1[c:8](-[c:11]1[cH:12][c:13]([Cl:18])[c:14]([F:17])[cH:15][cH:16]1)[cH:9][s:10]2.[Na+:31].[Na+:32].[O:19]=[C:20]1[N:21]([Br:26])[C:22](=[O:23])[CH2:24][CH2:25]1.[S:27]([O-:28])([O-:29])=[O:30]>>[NH2:1][c:2]1[n:3][cH:4][c:5]([Br:26])[c:6]2[c:7]1[c:8](-[c:11]1[cH:12][c:13]([Cl:18])[c:14]([F:17])[cH:15][cH:16]1)[cH:9][s:10]2. The reactants are C(C1=CC=CC=C1)OC1=CC=C(C(=O)NCCCl)C=C1 (4-benzyloxy-N-(2-chloro-ethyl)-benzamide), C(C1=CC=CC=C1)C1(CCNCC1)O (4-benzyl-4-hydroxy-piperidine), C([O-])([O-])=O.[K+].[K+] (potassium carbonate), CC(CC)=O (2-butanone). Run in O (water). Reaction conditions: temperature 60 celsius, time 15 hour. The product is C(C1=CC=CC=C1)OC1=CC=C(C(=O)NCCN2CCC(CC2)(CC2=CC=C(C=C2)C)O)C=C1 (4-benzyloxy-N-[2-[4-hydroxy-4-(4-methyl-benzyl)-piperidin-1-yl]-ethyl]-benzamide). Isolated yield 20.5%. RXN SMILES: [CH2:1]([O:8][C:9]1[CH:20]=[CH:19][C:12]([C:13]([NH:15][CH2:16][CH2:17]Cl)=[O:14])=[CH:11][CH:10]=1)[C:2]1[CH:7]=[CH:6][CH:5]=[CH:4][CH:3]=1.[CH2:21]([C:28]1([OH:34])[CH2:33][CH2:32][NH:31][CH2:30][CH2:29]1)[C:22]1[CH:27]=[CH:26][CH:25]=[CH:24][CH:23]=1.[C:35](=O)([O-])[O-].[K+].[K+].CC(=O)CC>O>[CH2:1]([O:8][C:9]1[CH:20]=[CH:19][C:12]([C:13]([NH:15][CH2:16][CH2:17][N:31]2[CH2:32][CH2:33][C:28]([OH:34])([CH2:21][C:22]3[CH:23]=[CH:24][C:25]([CH3:35])=[CH:26][CH:27]=3)[CH2:29][CH2:30]2)=[O:14])=[CH:11][CH:10]=1)[C:2]1[CH:7]=[CH:6][CH:5]=[CH:4][CH:3]=1 |f:2.3.4|. Procedure details: A mixture of 4-benzyloxy-N-(2-chloro-ethyl)-benzamide (2.1 g, 7.25 mmol), 4-benzyl-4-hydroxy-piperidine (1.386 g, 7.25 mmol), potassium carbonate (2.0 g, 14.5 mmol) and 2-butanone (40 ml) was stirred for 15 h at 60° C. After the addition of water, the mixture was extracted with ethyl acetate. The organic layer was dried (Na2SO4), filtered and evaporated. The residue was purified by chromatography (silica gel, methylene chloride methanol from 95:5 to 9:1) to give 4-benzyloxy-N-[2-[4-hydroxy-4-(4-... Reactants: C([O-])([O-])=O.[Ca+2] (calcium carbonate), ClC(=O)OCCCl (2-chloroethyl chloroformate), NC1=CC(=C(C=C1)OC)[N+](=O)[O-] (4-amino-2-nitroanisole). Solvent: O (water), COCCOCCOC (diethylene glycol dimethyl ether), O (water). Run at temperature 78 celsius, time 1.5 hour. The product is ClCCOC(NC1=CC(=C(C=C1)OC)[N+](=O)[O-])=O (2-Chloroethyl(3-nitro-4-methoxyphenyl)carbamate). RXN SMILES: [NH2:1][C:2]1[CH:7]=[CH:6][C:5]([O:8][CH3:9])=[C:4]([N+:10]([O-:12])=[O:11])[CH:3]=1.C(=O)([O-])[O-].[Ca+2].Cl[C:19]([O:21][CH2:22][CH2:23][Cl:24])=[O:20]>COCCOCCOC.O>[Cl:24][CH2:23][CH2:22][O:21][C:19](=[O:20])[NH:1][C:2]1[CH:7]=[CH:6][C:5]([O:8][CH3:9])=[C:4]([N+:10]([O-:12])=[O:11])[CH:3]=1 |f:1.2|. Reported procedure: 420.5 g of 4-amino-2-nitroanisole are dissolved in 1275 ml of diethylene glycol dimethyl ether and 150 ml of water, 135 g of calcium carbonate are added and the mixture is heated to 78° C. 375 g of 2-chloroethyl chloroformate are allowed to run into this mixture in the course of 3 hours such that the reaction temperature remains at 78°-80° C. The mixture is subsequently stirred for 1.5 hours to bring the reaction to completion and is cooled to 35° C. and water and ice are added. The product whic... The reactants are Fc1cc(Br)cc(Br)c1, O=C([O-])[O-], COC(=O)CCc1ccc(O)cc1C, CC(C)(C)C(=O)CC(=O)C(C)(C)C, CN1CCCC1=O, Cl[Cu], [Cs+], [Cs+]. Yields the product COC(=O)CCc1ccc(Oc2cc(F)cc(Br)c2)cc1C. As a reaction SMILES: [Br:15][c:16]1[cH:17][c:18]([Br:23])[cH:19][c:20]([F:22])[cH:21]1.[C:24](=[O:25])([O-:26])[O-:27].[CH3:1][O:2][C:3]([CH2:4][CH2:5][c:6]1[c:7]([CH3:13])[cH:8][c:9]([OH:12])[cH:10][cH:11]1)=[O:14].[CH3:30][C:31]([CH3:32])([C:33](=[O:34])[CH2:35][C:36](=[O:37])[C:38]([CH3:39])([CH3:40])[CH3:41])[CH3:42].[CH3:43][N:44]1[CH2:45][CH2:46][CH2:47][C:48]1=[O:49].[Cl:50][Cu:51].[Cs+:28].[Cs+:29]>>[CH3:1][O:2][C:3]([CH2:4][CH2:5][c:6]1[c:7]([CH3:13])[cH:8][c:9]([O:12][c:16]2[cH:17][c:18]([Br:23])[cH:19][c:20]([F:22])[cH:21]2)[cH:10][cH:11]1)=[O:14]. The reactants are CC(C)(C)OC(=O)N1CCC(CBr)CC1, O=C1CN(C(=O)OCc2ccccc2)CCN1, [H-], [Na+], CN(C)C=O. The product is CC(C)(C)OC(=O)N1CCC(CN2CCN(C(=O)OCc3ccccc3)CC2=O)CC1. Reaction SMILES: [C:20]([CH3:21])([CH3:22])([CH3:23])[O:24][C:25](=[O:26])[N:27]1[CH2:28][CH2:29][CH:30]([CH2:33][Br:34])[CH2:31][CH2:32]1.[CH2:3]([c:4]1[cH:5][cH:6][cH:7][cH:8][cH:9]1)[O:10][C:11](=[O:12])[N:13]1[CH2:14][C:15](=[O:19])[NH:16][CH2:17][CH2:18]1.[H-:1].[Na+:2].[O:35]=[CH:36][N:37]([CH3:38])[CH3:39]>>[CH2:3]([c:4]1[cH:5][cH:6][cH:7][cH:8][cH:9]1)[O:10][C:11](=[O:12])[N:13]1[CH2:14][C:15](=[O:19])[N:16]([CH2:33][CH:30]2[CH2:29][CH2:28][N:27]([C:25]([O:24][C:20]([CH3:21])([CH3:22])[CH3:23])=[O:26])[CH2:32][CH2:31]2)[CH2:17][CH2:18]1. Reactants: CCN=C=NCCCN(C)C, Cc1ncn(-c2cccc(N)c2)c1C, Cc1[nH]c2c(C(=O)O)cccc2c1C, CN(C)c1ccncc1, ClCCl, Cl. Yields the product Cc1ncn(-c2cccc(NC(=O)c3cccc4c(C)c(C)[nH]c34)c2)c1C. RXN SMILES: [CH2:30]([N:31]=[C:32]=[N:33][CH2:34][CH2:35][CH2:36][N:37]([CH3:38])[CH3:39])[CH3:40].[CH3:15][c:16]1[n:17][cH:18][n:19](-[c:22]2[cH:23][c:24]([NH2:25])[cH:26][cH:27][cH:28]2)[c:20]1[CH3:21].[CH3:1][c:2]1[nH:3][c:4]2[c:5]([C:12](=[O:13])[OH:14])[cH:6][cH:7][cH:8][c:9]2[c:10]1[CH3:11].[CH3:44][N:45]([CH3:46])[c:47]1[cH:48][cH:49][n:50][cH:51][cH:52]1.[Cl:41][CH2:42][Cl:43].[ClH:29]>>[CH3:1][c:2]1[nH:3][c:4]2[c:5]([C:12](=[O:14])[NH:25][c:24]3[cH:23][c:22](-[n:19]4[cH:18][n:17][c:16]([CH3:15])[c:20]4[CH3:21])[cH:28][cH:27][cH:26]3)[cH:6][cH:7][cH:8][c:9]2[c:10]1[CH3:11].